Task: describe an organic reaction: reactants, conditions, products, and yield. Dataset: the Open Reaction Database (ORD), a public repository of structured organic reaction records The reactants are COC(=O)c1ccc([N+](=O)[O-])cc1NC(=O)c1ccc(C(C)(C)C)cc1, CCOC(C)=O. Yields the product COC(=O)c1ccc(N)cc1NC(=O)c1ccc(C(C)(C)C)cc1. Reaction SMILES: [CH3:1][O:2][C:3]([c:4]1[c:5]([NH:13][C:14]([c:15]2[cH:16][cH:17][c:18]([C:21]([CH3:22])([CH3:23])[CH3:24])[cH:19][cH:20]2)=[O:25])[cH:6][c:7]([N+:10]([O-:11])=[O:12])[cH:8][cH:9]1)=[O:26].[CH3:27][CH2:28][O:29][C:30](=[O:31])[CH3:32]>>[CH3:1][O:2][C:3]([c:4]1[c:5]([NH:13][C:14]([c:15]2[cH:16][cH:17][c:18]([C:21]([CH3:22])([CH3:23])[CH3:24])[cH:19][cH:20]2)=[O:25])[cH:6][c:7]([NH2:10])[cH:8][cH:9]1)=[O:26]. Reactants: CN1C(=NC=2C1=NC=CC2)S(=O)(=O)C (3-Methyl-2-(methylsulfonyl)-3H-imidazo[4,5-b]pyridine), FC(N1C(N(C2=NC=CC=C21)C2=CC=C(C=C2)O)=O)F (1-(difluoromethyl)-3-(4-hydroxyphenyl)-1,3-dihydro-2H-imidazo[4,5-b]pyridin-2-one), [H-].[Na+] (NaH). Run in CN(C)C=O (DMF), CO (MeOH). Run at temperature 180 celsius. Yields the product FC(N1C(N(C2=NC=CC=C21)C2=CC=C(C=C2)OC2=NC=1C(=NC=CC1)N2C)=O)F (1-(difluoromethyl)-3-{4-[(3-methyl-3H-imidazo[4,5-b]pyridin-2-yl)oxy]phenyl}-1,3-dihydro-2H-imidazo[4,5-b]pyridin-2-one). Yield: 28.7%. RXN SMILES: [CH3:1][N:2]1[C:6]2=[N:7][CH:8]=[CH:9][CH:10]=[C:5]2[N:4]=[C:3]1S(C)(=O)=O.[F:15][CH:16]([F:34])[N:17]1[C:25]2[C:20](=[N:21][CH:22]=[CH:23][CH:24]=2)[N:19]([C:26]2[CH:31]=[CH:30][C:29]([OH:32])=[CH:28][CH:27]=2)[C:18]1=[O:33].[H-].[Na+]>CN(C=O)C.CO>[F:34][CH:16]([F:15])[N:17]1[C:25]2[C:20](=[N:21][CH:22]=[CH:23][CH:24]=2)[N:19]([C:26]2[CH:31]=[CH:30][C:29]([O:32][C:3]3[N:2]([CH3:1])[C:6]4=[N:7][CH:8]=[CH:9][CH:10]=[C:5]4[N:4]=3)=[CH:28][CH:27]=2)[C:18]1=[O:33] |f:2.3|. Procedure details: 3-Methyl-2-(methylsulfonyl)-3H-imidazo[4,5-b]pyridine (90 mg) was added to a solution of 1-(difluoromethyl)-3-(4-hydroxyphenyl)-1,3-dihydro-2H-imidazo[4,5-b]pyridin-2-one (124 mg) and NaH (25.6 mg) in DMF (3 mL) at 100° C. The mixture was heated at 180° C. for 1 h under microwave irradiation. The reaction mixture was diluted with MeOH and concentrated in vacuo. The residue was purified by column chromatography (NH silica gel, eluted with 0%-50% EtOAc in hexane) to give 1-(difluoromethyl)-3-{4-[(... The reactants are aqueous solution, CC(=O)C=O (methylglyoxal), BrC1=C(C(=C(C=C1)Br)N)N (3,6-dibromo-benzene-1,2-diamine). Run in CCO (EtOH). Conditions: time 0.5 hour. The product is BrC1=C2N=CC(=NC2=C(C=C1)Br)C (5,8-Dibromo-2-methyl-quinoxaline). The yield is 33.6%. Reaction SMILES: [CH3:1][C:2]([CH:4]=O)=O.[Br:6][C:7]1[CH:12]=[CH:11][C:10]([Br:13])=[C:9]([NH2:14])[C:8]=1[NH2:15]>CCO>[Br:6][C:7]1[CH:12]=[CH:11][C:10]([Br:13])=[C:9]2[C:8]=1[N:15]=[CH:1][C:2]([CH3:4])=[N:14]2. Procedure details: A 40% aqueous solution of methylglyoxal (6.7 M, 6.3 mL, 112 mmol, 1.48 equiv) was added to a suspension of 3,6-dibromo-benzene-1,2-diamine (Step 1.6) (20 g, 75.5 mmol) in EtOH (400 mL). The reaction mixture was stirred for 2 h at it and for 0.5 h at reflux, allowed to cool and filtered to afford 7.66 g of the title compound. The filtrate was concentrated and the residue triturated in EtOAc and filtered. The filtrate was concentrated and the residue was purified by silica gel column chromatograph... Reaction SMILES: [Br:1][c:2]1[cH:3][c:4]2[c:5]([n:6][c:7]([CH:9]3[CH2:10][CH:11]([OH:13])[CH2:12]3)[s:8]2)[cH:14][cH:15]1.[C:23](=[O:24])([O-:25])[O-:26].[Cu:36].[Cu:37][I:38].[K+:27].[K+:28].[OH2:35].[cH:29]1[cH:30][cH:31][n:32][cH:33][cH:34]1.[n:16]1[nH:17][c:18](=[O:22])[cH:19][cH:20][cH:21]1>>[c:2]1(-[n:17]2[n:16][cH:21][cH:20][cH:19][c:18]2=[O:22])[cH:3][c:4]2[c:5]([n:6][c:7]([CH:9]3[CH2:10][CH:11]([OH:13])[CH2:12]3)[s:8]2)[cH:14][cH:15]1. The product is O=c1cccnn1-c1ccc2nc(C3CC(O)C3)sc2c1. Reactants: OC1CC(c2nc3ccc(Br)cc3s2)C1, O=C([O-])[O-], [Cu], [Cu]I, [K+], [K+], O, c1ccncc1, O=c1cccn[nH]1.